From a dataset of the Open Reaction Database (ORD), a public repository of structured organic reaction records. describe an organic reaction: reactants, conditions, products, and yield The reactants are OBO, Brc1ccccn1, N#Cc1ccccc1, CC#N, [Na+], [Na+], O=C([O-])[O-], c1ccc(P(c2ccccc2)(c2ccccc2)[Pd](P(c2ccccc2)(c2ccccc2)c2ccccc2)(P(c2ccccc2)(c2ccccc2)c2ccccc2)P(c2ccccc2)(c2ccccc2)c2ccccc2)cc1. Yields the product N#Cc1ccc(-c2ccccn2)cc1. As a reaction SMILES: [BH:1]([OH:2])[OH:3].[Br:12][c:13]1[cH:14][cH:15][cH:16][cH:17][n:18]1.[C:4](#[N:5])[c:6]1[cH:7][cH:8][cH:9][cH:10][cH:11]1.[CH3:25][C:26]#[N:27].[Na+:19].[Na+:20].[O-:21][C:22](=[O:23])[O-:24].[cH:28]1[cH:29][cH:30][c:31]([P:32]([Pd:33]([P:34]([c:35]2[cH:36][cH:37][cH:38][cH:39][cH:40]2)([c:41]2[cH:42][cH:43][cH:44][cH:45][cH:46]2)[c:47]2[cH:48][cH:49][cH:50][cH:51][cH:52]2)([P:53]([c:54]2[cH:55][cH:56][cH:57][cH:58][cH:59]2)([c:60]2[cH:61][cH:62][cH:63][cH:64][cH:65]2)[c:66]2[cH:67][cH:68][cH:69][cH:70][cH:71]2)[P:72]([c:73]2[cH:74][cH:75][cH:76][cH:77][cH:78]2)([c:79]2[cH:80][cH:81][cH:82][cH:83][cH:84]2)[c:85]2[cH:86][cH:87][cH:88][cH:89][cH:90]2)([c:91]2[cH:92][cH:93][cH:94][cH:95][cH:96]2)[c:97]2[cH:98][cH:99][cH:100][cH:101][cH:102]2)[cH:103][cH:104]1>>[C:4](#[N:5])[c:6]1[cH:7][cH:8][c:9](-[c:13]2[cH:14][cH:15][cH:16][cH:17][n:18]2)[cH:10][cH:11]1. Starting materials: CC1=C(C(=O)OC)C=C(C(=C1)[N+](=O)[O-])[N+](=O)[O-] (methyl 2-methyl-4,5-dinitrobenzoate), C(C)O (ethanol). Reagents/catalysts: [Pd] (palladium on carbon). The solvent is O1CCOCC1 (dioxane). The product is NC1=CC(=C(C(=O)OC)C=C1N)C (methyl 4,5-diamino-2-methylbenzoate). The yield is 100.1%. As a reaction SMILES: [CH3:1][C:2]1[CH:11]=[C:10]([N+:12]([O-])=O)[C:9]([N+:15]([O-])=O)=[CH:8][C:3]=1[C:4]([O:6][CH3:7])=[O:5].C(O)C>[Pd].O1CCOCC1>[NH2:12][C:10]1[C:9]([NH2:15])=[CH:8][C:3]([C:4]([O:6][CH3:7])=[O:5])=[C:2]([CH3:1])[CH:11]=1. Procedure details: A mixture of 5.3 g of methyl 2-methyl-4,5-dinitrobenzoate, 1.06 g of 10% palladium on carbon (50% wet), 53 mL of ethanol, and 53 mL of dioxane was thoroughly stirred at room temperature under a hydrogen atmosphere. The insoluble materials were filtered and washed sufficiently with methanol. The filtrate and the washing liquid were concentrated together, and then dried under reduced pressure to obtain 3.98 g of methyl 4,5-diamino-2-methylbenzoate. The reactants are BrC=1C=C(C(=NC1)N1C=NC(=C1)C)OC (5-bromo-3-methoxy-2-(4-methyl-1H-imidazol-1-yl)pyridine), C1(=C(C=CC=C1)P(C1=C(C=CC=C1)C)C1=C(C=CC=C1)C)C (tri-o-tolylphosphine), C(C)(C)N(C(C)C)CC (N,N-diisopropylethylamine), C(C=C)#N (acrylonitrile). Reagents/catalysts: C=1C=CC(=CC1)/C=C/C(=O)/C=C/C2=CC=CC=C2.C=1C=CC(=CC1)/C=C/C(=O)/C=C/C2=CC=CC=C2.C=1C=CC(=CC1)/C=C/C(=O)/C=C/C2=CC=CC=C2.[Pd].[Pd] (tris(dibenzylideneacetone)dipalladium). The solvent is CN(C)C=O (DMF). Run at temperature 110 celsius, time 5 hour. Yields the product COC=1C=C(C=NC1N1C=NC(=C1)C)/C=C/C#N ((E)-3-[5-methoxy-6-(4-methyl-1H-imidazol-1-yl)pyridin-3-yl]acrylonitrile). As a reaction SMILES: Br[C:2]1[CH:3]=[C:4]([O:14][CH3:15])[C:5]([N:8]2[CH:12]=[C:11]([CH3:13])[N:10]=[CH:9]2)=[N:6][CH:7]=1.C1(C)C=CC=CC=1P(C1C=CC=CC=1C)C1C=CC=CC=1C.C(N(CC)C(C)C)(C)C.[C:47](#[N:50])[CH:48]=[CH2:49]>C1C=CC(/C=C/C(/C=C/C2C=CC=CC=2)=O)=CC=1.C1C=CC(/C=C/C(/C=C/C2C=CC=CC=2)=O)=CC=1.C1C=CC(/C=C/C(/C=C/C2C=CC=CC=2)=O)=CC=1.[Pd].[Pd].CN(C=O)C>[CH3:15][O:14][C:4]1[CH:3]=[C:2](/[CH:49]=[CH:48]/[C:47]#[N:50])[CH:7]=[N:6][C:5]=1[N:8]1[CH:12]=[C:11]([CH3:13])[N:10]=[CH:9]1 |f:4.5.6.7.8|. Reported procedure: A mixture of 5-bromo-3-methoxy-2-(4-methyl-1H-imidazol-1-yl)pyridine (3.8 g), tris(dibenzylideneacetone)dipalladium (650 mg), tri-o-tolylphosphine (433 mg), N,N-diisopropylethylamine (4.86 mL), DMF (14.1 mL) and acrylonitrile (2.82 mL) was stirred in a nitrogen atmosphere at 110° C. for five hours. The reaction solution was left to cool to room temperature and then concentrated under reduced pressure. The residue was diluted with ethyl acetate and then filtered through celite, and the filtrate w... Starting materials: C1CCOC1, CC(=O)O, O=S(=O)(CCl)c1cccc2ccccc12, O=[N+]([O-])c1ccc(F)cc1. Yields the product O=[N+]([O-])c1ccc(F)cc1CS(=O)(=O)c1cccc2ccccc12. RXN SMILES: [CH2:30]1[O:31][CH2:32][CH2:33][CH2:34]1.[CH3:26][C:27](=[O:28])[OH:29].[Cl:1][CH2:2][S:3](=[O:4])(=[O:5])[c:6]1[cH:7][cH:8][cH:9][c:10]2[cH:11][cH:12][cH:13][cH:14][c:15]12.[F:16][c:17]1[cH:18][cH:19][c:20]([N+:23](=[O:24])[O-:25])[cH:21][cH:22]1>>[CH2:2]([S:3](=[O:4])(=[O:5])[c:6]1[cH:7][cH:8][cH:9][c:10]2[cH:11][cH:12][cH:13][cH:14][c:15]12)[c:21]1[c:20]([N+:23](=[O:24])[O-:25])[cH:19][cH:18][c:17]([F:16])[cH:22]1. Starting materials: NC(Cc1ccc(B(O)O)cc1)C(=O)O, CC#N, COc1ccc(CNc2cncc(Cl)n2)cc1OC1CCCC1, [Na+], [Na+], O=C([O-])[O-]. The product is COc1ccc(CNc2cncc(-c3ccc(CC(N)C(=O)O)cc3)n2)cc1OC1CCCC1. As a reaction SMILES: [B:24]([OH:25])([OH:26])[c:27]1[cH:28][cH:29][c:30]([CH2:31][CH:32]([NH2:33])[C:34](=[O:35])[OH:36])[cH:37][cH:38]1.[CH3:45][C:46]#[N:47].[Cl:1][c:2]1[cH:3][n:4][cH:5][c:6]([NH:8][CH2:9][c:10]2[cH:11][c:12]([O:18][CH:19]3[CH2:20][CH2:21][CH2:22][CH2:23]3)[c:13]([O:16][CH3:17])[cH:14][cH:15]2)[n:7]1.[Na+:39].[Na+:40].[O-:41][C:42](=[O:43])[O-:44]>>[c:2]1(-[c:27]2[cH:28][cH:29][c:30]([CH2:31][CH:32]([NH2:33])[C:34](=[O:35])[OH:36])[cH:37][cH:38]2)[cH:3][n:4][cH:5][c:6]([NH:8][CH2:9][c:10]2[cH:11][c:12]([O:18][CH:19]3[CH2:20][CH2:21][CH2:22][CH2:23]3)[c:13]([O:16][CH3:17])[cH:14][cH:15]2)[n:7]1. The reactants are FC(CO)(C(C(F)(F)F)F)F (2,2,3,4,4,4-hexafluorobutan-1-ol), [Cr](=O)(=O)([O-])O[Cr](=O)(=O)[O-].[K+].[K+] (potassium dichromate), S(O)(O)(=O)=O (sulfuric acid). The solvent is O (water). Conditions: temperature 100 celsius. The product is FC(C(=O)O)(C(C(F)(F)F)F)F (2,2,3,4,4,4-hexafluorobutyric acid). The yield is 91.8%. Reaction SMILES: [F:1][C:2]([F:11])([CH:5]([F:10])[C:6]([F:9])([F:8])[F:7])[CH2:3][OH:4].[Cr](O[Cr]([O-])(=O)=O)([O-])(=O)=[O:13].[K+].[K+].S(=O)(=O)(O)O>O>[F:1][C:2]([F:11])([CH:5]([F:10])[C:6]([F:9])([F:7])[F:8])[C:3]([OH:13])=[O:4] |f:1.2.3|. Reported procedure: First, 9.1 g (50 mmol) of 2,2,3,4,4,4-hexafluorobutan-1-ol was dissolved in 40 ml of water, to which 14.7 g (50 mmol) of potassium dichromate and 17 ml of concentrated sulfuric acid, and the mixture was heated at 100° C. for 3 hours. After cooling, the reaction mixture was extracted with diethyl ether. The organic layer was dried over anhydrous magnesium sulfate and then concentrated under reduced pressure to give 9.0 g of 2,2,3,4,4,4-hexafluorobutyric acid. The reactants are ClC1=NN2C(C(=CC=C2)C2=CC=C(C=C2)S(=O)(=O)C)=N1 (2-chloro-8-(4-methanesulfonyl-phenyl)-[1,2,4]triazolo[1,5-a]pyridine), NC=1C=C(C=CC1)N1CCN(CC1)C[C@H](C)O ((S)-1-[4-(3-Amino-phenyl)-piperazin-1-yl]-propan-2-ol), C1(CCCCC1)P(C1=C(C=CC=C1)C1=C(C=CC=C1)P(C1CCCCC1)C1CCCCC1)C1CCCCC1 (2,2′-bis-dicyclohexylphosphanyl-biphenyl). The product is CS(=O)(=O)C1=CC=C(C=C1)C=1C=2N(C=CC1)N=C(N2)NC=2C=C(C=CC2)N2CCN(CC2)C[C@H](C)O ((S)-1-(4-{3-[8-(4-Methanesulfonyl-phenyl)-[1,2,4]triazolo[1,5-a]pyridin-2-ylamino]-phenyl}-piperazin-1-yl)-propan-2-ol), foam. Yield: 51.0%. RXN SMILES: Cl[C:2]1[N:20]=[C:5]2[C:6]([C:10]3[CH:15]=[CH:14][C:13]([S:16]([CH3:19])(=[O:18])=[O:17])=[CH:12][CH:11]=3)=[CH:7][CH:8]=[CH:9][N:4]2[N:3]=1.[NH2:21][C:22]1[CH:23]=[C:24]([N:28]2[CH2:33][CH2:32][N:31]([CH2:34][C@@H:35]([OH:37])[CH3:36])[CH2:30][CH2:29]2)[CH:25]=[CH:26][CH:27]=1.C1(P(C2CCCCC2)C2C=CC=CC=2C2C=CC=CC=2P(C2CCCCC2)C2CCCCC2)CCCCC1>>[CH3:19][S:16]([C:13]1[CH:14]=[CH:15][C:10]([C:6]2[C:5]3[N:4]([N:3]=[C:2]([NH:21][C:22]4[CH:23]=[C:24]([N:28]5[CH2:29][CH2:30][N:31]([CH2:34][C@@H:35]([OH:37])[CH3:36])[CH2:32][CH2:33]5)[CH:25]=[CH:26][CH:27]=4)[N:20]=3)[CH:9]=[CH:8][CH:7]=2)=[CH:11][CH:12]=1)(=[O:18])=[O:17]. Procedure details: (S)-1-(4-{3-[8-(4-Methanesulfonyl-phenyl)-[1,2,4]triazolo[1,5-a]pyridin-2-ylamino]-phenyl}-piperazin-1-yl)-propan-2-ol was prepared from 2-chloro-8-(4-methanesulfonyl-phenyl)-[1,2,4]triazolo[1,5-a]pyridine (100.0 mg, 0.3249 mmol) and (S)-1-[4-(3-Amino-phenyl)-piperazin-1-yl]-propan-2-ol (84.0 mg, 0.357 mmol) with 2,2′-bis-dicyclohexylphosphanyl-biphenyl (36.0 mg, 0.0658 mmol) as the ligand in a manner analogous to Example 2d. Product isolated as a yellow foam (0.085 g, 51%). 1H NMR (400 MHz, CDC... Reactants: [H][H] (hydrogen), [N+](=O)([O-])C1=CC=CC=2C(C3=C(C=CC=C3C(C12)=O)[N+](=O)[O-])=O (1,5-dinitroanthraquinone), [N+](=O)([O-])C1=CC=CC=2C(C3=CC=CC(=C3C(C12)=O)[N+](=O)[O-])=O (1,8-dinitroanthraquinone), dinitroanthraquinones, [N+](=O)([O-])C1=CC=CC=2C(C3=CC=CC=C3C(C12)=O)=O (1-nitroanthraquinone), C1(O)=CC=C(O)C=C1 (hydroquinone), dinitroanthraquinones, [N+](=O)([O-])C1=CC=CC=2C(C3=CC=CC=C3C(C12)=O)=O (1-nitroanthraquinone), dinitroanthraquinones, [N+](=O)([O-])C1=CC=2C(C3=CC=CC=C3C(C2C=C1)=O)=O (2-nitroanthraquinone), C1=CC=CC=2C(C3=CC=CC=C3C(C12)=O)=O (anthraquinone). Reaction conditions: time 2 hour. The product is NC1=CC=CC=2C(C3=CC=CC=C3C(C12)=O)=O (1-aminoanthraquinone). Yield: 72.6%. As a reaction SMILES: [N+:1]([C:4]1[C:17]2[C:16](=[O:18])[C:15]3[C:10](=[CH:11][CH:12]=[CH:13][CH:14]=3)[C:9](=[O:19])[C:8]=2[CH:7]=[CH:6][CH:5]=1)([O-])=O.[N+](C1C2C(=O)C3C(=C([N+]([O-])=O)C=CC=3)C(=O)C=2C=CC=1)([O-])=O.[N+](C1C2C(=O)C3C(=CC=CC=3[N+]([O-])=O)C(=O)C=2C=CC=1)([O-])=O.C1C2C(=O)C3C(=CC=CC=3)C(=O)C=2C=CC=1.[N+](C1C=CC2C(=O)C3C(=CC=CC=3)C(=O)C=2C=1)([O-])=O.[H][H].C1(C=CC(O)=CC=1)O>>[NH2:1][C:4]1[C:17]2[C:16](=[O:18])[C:15]3[C:10](=[CH:11][CH:12]=[CH:13][CH:14]=3)[C:9](=[O:19])[C:8]=2[CH:7]=[CH:6][CH:5]=1. Reported procedure: 5.0 g of crude 1-nitroanthraquinone containing dinitroanthraquinones having a purity of 81% and containing 8% of 1,5-dinitroanthraquinone, 4% of 1,8-dinitroanthraquinone and 7% of other dinitroanthraquinones and being free from anthraquinone and 2-nitroanthraquinone (0.016 mole of 1-nitroanthraquinone and 0.0032 mold of all the dinitroanthraquinones) was hydrogenated in the same way as in Example 5. The reaction was stopped when the amount of hydrogen absorbed reached 0.0816 mole, and the inside... The reactants are BrC=1C(=NN(C1CCCCN1C(C=2C(C1=O)=CC=CC2)=O)CC)C#N (4-Bromo-1-ethyl-5-(4-phthalimidobutyl)-1H-pyrazole-3-carbonitrile), Cl.NC1=C(C=CC=C1)B(O)O (2-aminophenylboronic acid hydrochloride), P(=O)([O-])([O-])[O-].[K+].[K+].[K+] (potassium phosphate), bis[(2-diphenylphosphino)phenyl]ether. Procedure: 4-Bromo-1-ethyl-5-(4-phthalimidobutyl)-1H-pyrazole-3-carbonitrile (0.97 g, 2.4 mmol) was treated with 2-aminophenylboronic acid hydrochloride (839 mg, 4.84 mmol), potassium phosphate (2.56 g, 12.1 mmol), tris(dibenzylideneacetone)dipalladium(0) chloroform adduct (124 mg, 0.12 mmol), and bis[(2-diphenylphosphino)phenyl]ether (75 mg, 0.14 mmol) according to the method described in Part F of Example 19. The reaction was heated for 24 hours. Following the purification and recrystallization, 0.157 g ... RXN SMILES: Br[C:2]1[C:3]([C:24]#[N:25])=[N:4][N:5]([CH2:22][CH3:23])[C:6]=1[CH2:7][CH2:8][CH2:9][CH2:10][N:11]1[C:15](=[O:16])[C:14]2=[CH:17][CH:18]=[CH:19][CH:20]=[C:13]2[C:12]1=[O:21].Cl.[NH2:27][C:28]1[CH:33]=[CH:32][CH:31]=[CH:30][C:29]=1B(O)O.P([O-])([O-])([O-])=O.[K+].[K+].[K+]>C1C=CC(/C=C/C(/C=C/C2C=CC=CC=2)=O)=CC=1.C1C=CC(/C=C/C(/C=C/C2C=CC=CC=2)=O)=CC=1.C1C=CC(/C=C/C(/C=C/C2C=CC=CC=2)=O)=CC=1.C(Cl)(Cl)Cl.[Pd].[Pd]>[NH2:25][C:24]1[C:3]2=[N:4][N:5]([CH2:22][CH3:23])[C:6]([CH2:7][CH2:8][CH2:9][CH2:10][N:11]3[C:12](=[O:21])[C:13]4[C:14](=[CH:17][CH:18]=[CH:19][CH:20]=4)[C:15]3=[O:16])=[C:2]2[C:29]2[CH:30]=[CH:31][CH:32]=[CH:33][C:28]=2[N:27]=1 |f:1.2,3.4.5.6,7.8.9.10.11.12|. The reagents and catalysts are C1=CC=C(C=C1)/C=C/C(=O)/C=C/C2=CC=CC=C2.C1=CC=C(C=C1)/C=C/C(=O)/C=C/C2=CC=CC=C2.C1=CC=C(C=C1)/C=C/C(=O)/C=C/C2=CC=CC=C2.C(Cl)(Cl)Cl.[Pd].[Pd] (tris(dibenzylideneacetone)dipalladium(0) chloroform adduct). Isolated yield 15.8%. The product is NC1=NC=2C=CC=CC2C=2C1=NN(C2CCCCN2C(C1=CC=CC=C1C2=O)=O)CC (2-[4-(4-amino-2-ethyl-2H-pyrazolo[3,4-c]quinolin-1-yl)butyl]isoindole-1,3-dione). Reactants: COCCOCOC1=CC=C(C=O)C=C1 (4-Methoxyethoxymethoxybenzaldehyde), FC(C=1C=C(C=C(C1)C(F)(F)F)CC#N)(F)F (3,5-bis(trifluoromethyl)phenylacetonitrile), resultant product. Product: FC(C=1C=C(C=C(C1)C(F)(F)F)/C(/C#N)=C/C1=CC=C(C=C1)O)(F)F ((Z)-2-(3,5-bis-trifluoromethyl-phenyl)-3-(4-hydroxy-phenyl)-acrylonitrile). The yield is 17.1%. Reaction SMILES: COCCOC[O:7][C:8]1[CH:15]=[CH:14][C:11]([CH:12]=O)=[CH:10][CH:9]=1.[F:16][C:17]([F:32])([F:31])[C:18]1[CH:19]=[C:20]([CH2:28][C:29]#[N:30])[CH:21]=[C:22]([C:24]([F:27])([F:26])[F:25])[CH:23]=1>>[F:16][C:17]([F:31])([F:32])[C:18]1[CH:19]=[C:20](/[C:28](=[CH:12]/[C:11]2[CH:10]=[CH:9][C:8]([OH:7])=[CH:15][CH:14]=2)/[C:29]#[N:30])[CH:21]=[C:22]([C:24]([F:25])([F:26])[F:27])[CH:23]=1. Reported procedure: 4-Methoxyethoxymethoxybenzaldehyde (420 mg) and 3,5-bis(trifluoromethyl)phenylacetonitrile (506 mg) were subjected to condensation in accordance with process A of (production process 2), and the resultant product was subjected to deprotection in accordance with (production process 3), to thereby produce the target product (122 mg, yield: 17%).